Dataset: the Open Reaction Database (ORD), a public repository of structured organic reaction records. Task: describe an organic reaction: reactants, conditions, products, and yield The reactants are O1COC2=C1C=CC(=C2)C2(CN(CC2)C(C2=CC(=C(C(=C2)OC)OC)OC)=O)CCCS(=O)(=O)[O-] (2-[3-(benzo[1,3]dioxol-5-yl)-1-(3,4,5-trimethoxy-benzoyl)-pyrrolidin-3-yl]-ethyl-methanesulfonate), Cl.C1(=CC=CC=C1)C1(CCNCC1)C(=O)N (4-phenyl-piperidine-4-carboxylic acid amide hydrochloride). The product is O1COC2=C1C=CC(=C2)C2(CN(CC2)C(C2=CC(=C(C(=C2)OC)OC)OC)=O)CCN2CCC(CC2)(C(=O)N)C2=CC=CC=C2 (1-[2-[3-(benzo[1,3]dioxol-5-yl)-1-(3,4,5-trimethoxy-benzoyl)-pyrrolidin-3-yl]-ethyl]-4-phenyl-piperidine-4-carboxylic acid amide). RXN SMILES: [O:1]1[C:5]2[CH:6]=[CH:7][C:8]([C:10]3([CH2:29][CH2:30]CS([O-])(=O)=O)[CH2:14][CH2:13][N:12]([C:15](=[O:28])[C:16]4[CH:21]=[C:20]([O:22][CH3:23])[C:19]([O:24][CH3:25])=[C:18]([O:26][CH3:27])[CH:17]=4)[CH2:11]3)=[CH:9][C:4]=2[O:3][CH2:2]1.Cl.[C:37]1([C:43]2([C:49]([NH2:51])=[O:50])[CH2:48][CH2:47][NH:46][CH2:45][CH2:44]2)[CH:42]=[CH:41][CH:40]=[CH:39][CH:38]=1>>[O:1]1[C:5]2[CH:6]=[CH:7][C:8]([C:10]3([CH2:29][CH2:30][N:46]4[CH2:45][CH2:44][C:43]([C:37]5[CH:38]=[CH:39][CH:40]=[CH:41][CH:42]=5)([C:49]([NH2:51])=[O:50])[CH2:48][CH2:47]4)[CH2:14][CH2:13][N:12]([C:15](=[O:28])[C:16]4[CH:17]=[C:18]([O:26][CH3:27])[C:19]([O:24][CH3:25])=[C:20]([O:22][CH3:23])[CH:21]=4)[CH2:11]3)=[CH:9][C:4]=2[O:3][CH2:2]1 |f:1.2|. Procedure details: Prepare by the method of example 3.3 using 2-[3-(benzo[1,3]dioxol-5-yl)-1-(3,4,5-trimethoxy-benzoyl)-pyrrolidin-3-yl]-ethyl-methanesulfonate (8 mmol) and 4-phenyl-piperidine-4-carboxylic acid amide hydrochloride (12 mmol). Chromatograph on silica gel to give the title compound. The reactants are FC=1C=C2C(=NC1C#N)C=CN2COCC[Si](C)(C)C (6-fluoro-1-((2-(trimethylsilyl)ethoxy)methyl)-1H-pyrrolo[3,2-b]pyridine-5-carbonitrile). Procedure: To a solution of 6-fluoro-1-((2-(trimethylsilyl)ethoxy)methyl)-1H-pyrrolo[3,2-b]pyridine-5-carbonitrile (1096 mg, 3.77 mmol) in a solution of NH3/MeOH (7 N, 100 mL) was added Raney nickel (1000 mg), followed by stirring under a hydrogen atmosphere overnight. The reaction mixture was filtered and the filtrate concentrated under reduced pressure to afford (6-fluoro-1-((2-(trimethylsilyl)ethoxy)methyl)-1H-pyrrolo[3,2-b]pyridin-5-yl)methanamine (1000 mg, 90%). MS (ESI): m/z=296.1 [M+1]+. Reaction SMILES: [F:1][C:2]1[CH:3]=[C:4]2[N:12]([CH2:13][O:14][CH2:15][CH2:16][Si:17]([CH3:20])([CH3:19])[CH3:18])[CH:11]=[CH:10][C:5]2=[N:6][C:7]=1[C:8]#[N:9]>[Ni].N.CO>[F:1][C:2]1[CH:3]=[C:4]2[N:12]([CH2:13][O:14][CH2:15][CH2:16][Si:17]([CH3:20])([CH3:19])[CH3:18])[CH:11]=[CH:10][C:5]2=[N:6][C:7]=1[CH2:8][NH2:9] |f:2.3|. The yield is 89.8%. The product is FC=1C=C2C(=NC1CN)C=CN2COCC[Si](C)(C)C ((6-fluoro-1-((2-(trimethylsilyl)ethoxy)methyl)-1H-pyrrolo[3,2-b]pyridin-5-yl)methanamine). Reaction conditions: time 8 hour. Reagents/catalysts: [Ni] (Raney nickel). The solvent is N.CO (NH3 MeOH). Starting materials: NC1=NC(=C2NC=NC2=N1)Cl (2-amino-6-chloropurine), I (HI), solution, C(C)(=O)O (acetic acid). The solvent is O (water), O (Water). Run at time 16 hour. Yields the product NC1=NC(=C2NC=NC2=N1)I (2-Amino-6-iodopurine). RXN SMILES: [NH2:1][C:2]1[N:10]=[C:9]2[C:5]([NH:6][CH:7]=[N:8]2)=[C:4](Cl)[N:3]=1.[IH:12].C(O)(=O)C>O>[NH2:1][C:2]1[N:10]=[C:9]2[C:5]([NH:6][CH:7]=[N:8]2)=[C:4]([I:12])[N:3]=1. Reported procedure: To a 2 liter single-neck round bottom flask with a mechanical stirrer was charged 2-amino-6-chloropurine (41.0 g, 242 mmol). The flask was cooled in an ice-water bath. The the reaction flask was charged HI (47% solution, pre-cooled in a refrigerator, 250 mL) in one portion. The resulting suspension was stirred for 16 hours at ice-water bath temperature. Water (500 mL) was charged to the reaction flask. The suspension was stirred at 0° C. for 1 hour. The precipitate was filtered and washed with w... Reactants: OCC#N (Hydroxyacetonitrile), C(C)(C)(C)NC1CCCCC1 (N-(tert-butyl)cyclohexanamine), [OH-].[Na+] (sodium hydroxide), [H-].[Al+3].[Li+].[H-].[H-].[H-] (lithium aluminium hydride), O1CCCC1 (tetrahydrofuran). Run in O (water), C(C)O (ethanol). Product: C(C)(C)(C)N(CCN)C1CCCCC1 (N1-(tert-Butyl)-N1-cyclohexyl-1,2-ethanediamine). Reaction SMILES: O[CH2:2][C:3]#[N:4].[C:5]([NH:9][CH:10]1[CH2:15][CH2:14][CH2:13][CH2:12][CH2:11]1)([CH3:8])([CH3:7])[CH3:6].[H-].[Al+3].[Li+].[H-].[H-].[H-].O1CCCC1.[OH-].[Na+]>O.C(O)C>[C:5]([N:9]([CH:10]1[CH2:15][CH2:14][CH2:13][CH2:12][CH2:11]1)[CH2:2][CH2:3][NH2:4])([CH3:8])([CH3:6])[CH3:7] |f:2.3.4.5.6.7,9.10|. Procedure details: Hydroxyacetonitrile (5.3 ml of of a 70% w/w solution in water, 32 mmol) was added to a stirred solution of N-(tert-butyl)cyclohexanamine (5.3 ml, 32 mmol) in ethanol (50 ml) at room temperature. The reaction mixture was heated under reflux for 16 hours. The solution was allowed to cool to room temperature and the solvent was removed under reduced pressure. The residue was partitioned between dichloromethane (50 ml) and water (50 ml). The organic layer was dried over anhydrous magnesium sulphate ...